Task: describe an organic reaction: reactants, conditions, products, and yield. Dataset: the Open Reaction Database (ORD), a public repository of structured organic reaction records Starting materials: C(C)(C)(C)OC(=O)N[C@H]1C[C@@H]([C@H](C1)C1=CC=CC=C1)CN1CCC(CC1)N(CC=C)C(=O)OCC1=CC=C(C=C1)[N+](=O)[O-] (1-(R)-((t-butoxycarbonyl)amino)-3-(S)-((4-(N-(4-nitrobenzyloxycarbonyl)-N-(allyl)amino)piperidin-1-yl)methyl)-4-(S)-phenylcyclopentane), FC1=CC=C(C(=O)Cl)C=C1 (4-fluorobenzoyl chloride). Product: FC1=CC=C(C=C1)C(=O)N[C@H]1C[C@@H]([C@H](C1)C1=CC=CC=C1)CN1CCC(CC1)N(CC=C)C(=O)OCC1=CC=C(C=C1)[N+](=O)[O-] (1-(R)-((4-Fluorophenylcarbonyl)amino)-3-(S)-((4-(N-(4-nitrobenzyloxycarbonyl)-N-(allyl)amino)piperidin-1-yl)methyl)-4-(S)-phenylcyclopentane). Reaction SMILES: C(O[C:6]([NH:8][C@@H:9]1[CH2:13][C@H:12]([C:14]2[CH:19]=[CH:18][CH:17]=[CH:16][CH:15]=2)[C@@H:11]([CH2:20][N:21]2[CH2:26][CH2:25][CH:24]([N:27]([C:31]([O:33][CH2:34][C:35]3[CH:40]=[CH:39][C:38]([N+:41]([O-:43])=[O:42])=[CH:37][CH:36]=3)=[O:32])[CH2:28][CH:29]=[CH2:30])[CH2:23][CH2:22]2)[CH2:10]1)=[O:7])(C)(C)C.[F:44][C:45]1[CH:53]=[CH:52][C:48](C(Cl)=O)=[CH:47][CH:46]=1>>[F:44][C:45]1[CH:53]=[CH:52][C:48]([C:6]([NH:8][C@@H:9]2[CH2:13][C@H:12]([C:14]3[CH:19]=[CH:18][CH:17]=[CH:16][CH:15]=3)[C@@H:11]([CH2:20][N:21]3[CH2:22][CH2:23][CH:24]([N:27]([C:31]([O:33][CH2:34][C:35]4[CH:40]=[CH:39][C:38]([N+:41]([O-:43])=[O:42])=[CH:37][CH:36]=4)=[O:32])[CH2:28][CH:29]=[CH2:30])[CH2:25][CH2:26]3)[CH2:10]2)=[O:7])=[CH:47][CH:46]=1. Procedure details: Using essentially the same procedure as in Example 16, Step A and B but substituting 1-(R)-((t-butoxycarbonyl)amino)-3-(S)-((4-(N-(4-nitrobenzyloxycarbonyl)-N-(allyl)amino)piperidin-1-yl)methyl)-4-(S)-phenylcyclopentane from Example 34 in Step A and 4-fluorobenzoyl chloride in Step B, the title compound was prepared. The reactants are Cl (hydrochloric acid), CO (methanol), [Na] (sodium), CC(=C)C1=CC=CC=C1 (a-methylstyrene), 3-methacryloylethoxydimethylisopropylsilane, C1=CC=CC=C1 (benzene), C1(=CC=CC=C1)C(CCCCC)(C1=CC=CC=C1)[Li] (1,1-diphenylhexyl lithium), CCCCCCCCCCCCOC(=O)C(=C)C (n-lauryl methacrylate). Solvent: O1CCCC1 (tetrahydrofuran), O1CCCC1 (tetrahydrofuran), O1CCCC1 (tetrahydrofuran). Conditions: temperature -78 celsius. Yields the product CCCCCCCCCCCCOC(=O)C(=C)C (n-lauryl methacrylate), CC(=C)C(=O)OCCO (polyhydroxyethyl methacrylate). As a reaction SMILES: [Na].CC(C1C=CC=CC=1)=C.C1C=CC=CC=1.C1(C([Li])(C2C=CC=CC=2)CCCCC)C=CC=CC=1.[CH3:36][CH2:37][CH2:38][CH2:39][CH2:40][CH2:41][CH2:42][CH2:43][CH2:44][CH2:45][CH2:46][CH2:47][O:48][C:49]([C:51]([CH3:53])=[CH2:52])=[O:50].Cl.C[OH:56]>O1CCCC1>[CH3:36][CH2:37][CH2:38][CH2:39][CH2:40][CH2:41][CH2:42][CH2:43][CH2:44][CH2:45][CH2:46][CH2:47][O:48][C:49]([C:51]([CH3:53])=[CH2:52])=[O:50].[CH3:53][C:51]([C:49]([O:48][CH2:47][CH2:46][OH:56])=[O:50])=[CH2:52] |^1:0|. Reported procedure: Under a high vacuum, a tetarahydrofuran solution of sodium salt of a-methylstyrene tetramer was introduced into a polymerization vessel, and removed after sufficiently washing the vessel. Then, 198 ml of tetrahydrofuran and 18 ml (3.0 mmole) of a benzene solution of 1,1-diphenylhexyl lithium were introduced under the room temperature into the vessel, which in turn was cooled to -78° C. Then, 111 ml (74 mmole) of a tetrahydrofuran solution of n-lauryl methacrylate was introduced into the vessel t...